The task is: describe an organic reaction: reactants, conditions, products, and yield. This data is from the Open Reaction Database (ORD), a public repository of structured organic reaction records. Reported procedure: The product from step ii) (0.44 g) was treated with 1.0M boron tribromide in DCM (3.7 ml) in DCM (10 ml) and stirred at 0° C. for 18 h. The mixture was quenched in ice water and extracted with EtOAc; dried (MgSO4) and concentrated in vacuo to give the sub-title compound, yield 0.39 g. The solvent is C(Cl)Cl (DCM), C(Cl)Cl (DCM). Yields the product FC=1C=C(C=CC1S(=O)(=O)C1=CC=CC=C1)C=1C(=CC=C(C1)F)O (3′,5-Difluoro-4′-(phenylsulfonyl)biphenyl-2-ol). Reaction SMILES: [F:1][C:2]1[CH:3]=[C:4]([C:17]2[CH:22]=[C:21]([F:23])[CH:20]=[CH:19][C:18]=2[O:24]C)[CH:5]=[CH:6][C:7]=1[S:8]([C:11]1[CH:16]=[CH:15][CH:14]=[CH:13][CH:12]=1)(=[O:10])=[O:9].B(Br)(Br)Br>C(Cl)Cl>[F:1][C:2]1[CH:3]=[C:4]([C:17]2[C:18]([OH:24])=[CH:19][CH:20]=[C:21]([F:23])[CH:22]=2)[CH:5]=[CH:6][C:7]=1[S:8]([C:11]1[CH:12]=[CH:13][CH:14]=[CH:15][CH:16]=1)(=[O:10])=[O:9]. Reaction conditions: temperature 0 celsius, time 18 hour. The reactants are FC=1C=C(C=CC1S(=O)(=O)C1=CC=CC=C1)C1=C(C=CC(=C1)F)OC (3′,5-Difluoro-2-methoxy-4′-(phenylsulfonyl)biphenyl), B(Br)(Br)Br (boron tribromide). Starting materials: C1(=CC=CC=C1)C(=CCCN1CC(CC1)CC(=O)O)C1=CC=CC=C1 (1-(4,4-diphenyl-3-butenyl)-3-pyrrolidineacetic acid), C(C)O (ethanol), C(\C=C/C(=O)O)(=O)O (maleic acid). Reagents/catalysts: [Pd] (palladium-on-carbon). The solvent is CO (methanol). The product is C(\C=C/C(=O)O)(=O)O.C1(=CC=CC=C1)C(CCCN1CC(CC1)CC(=O)O)C1=CC=CC=C1 (1-(4,4-diphenylbutyl)-3-pyrrolidineacetic acid maleate). As a reaction SMILES: [C:1]1([C:7]([C:20]2[CH:25]=[CH:24][CH:23]=[CH:22][CH:21]=2)=[CH:8][CH2:9][CH2:10][N:11]2[CH2:15][CH2:14][CH:13]([CH2:16][C:17]([OH:19])=[O:18])[CH2:12]2)[CH:6]=[CH:5][CH:4]=[CH:3][CH:2]=1.C(O)C.[C:29]([OH:36])(=[O:35])/[CH:30]=[CH:31]\[C:32]([OH:34])=[O:33]>CO.[Pd]>[C:29]([OH:36])(=[O:35])/[CH:30]=[CH:31]\[C:32]([OH:34])=[O:33].[C:20]1([CH:7]([C:1]2[CH:2]=[CH:3][CH:4]=[CH:5][CH:6]=2)[CH2:8][CH2:9][CH2:10][N:11]2[CH2:15][CH2:14][CH:13]([CH2:16][C:17]([OH:19])=[O:18])[CH2:12]2)[CH:21]=[CH:22][CH:23]=[CH:24][CH:25]=1 |f:5.6|. Reported procedure: A solution of 0.460 g. (1.37 mmole) of 1-(4,4-diphenyl-3-butenyl)-3-pyrrolidineacetic acid in 30 ml. of absolute ethanol was reduced, using 0.15 g. of 10% palladium-on-carbon, for 1.5 hours at ambient temperature. The mixture was filtered and concentrated. A portion of the oily residue and one equivalent of maleic acid were mixed in methanol and concentrated to yield a solid which was recrystallized from isopropanol/ether to give 1-(4,4-diphenylbutyl)-3-pyrrolidineacetic acid maleate, m.p. 85°-8... The reactants are FC1=C2C=C(NC2=CC=C1OC1=CC=NC2=CC(=C(C=C12)OC)OCC1(CC1)C(=O)OC)C (Methyl 1-((4-(4-fluoro-2-methyl-1H-indol-5-yloxy)-6-methoxyquinolin-7-yloxy)methyl)cyclopropanecarboxylate), [OH-].[Na+] (NaOH). The solvent is CO (MeOH). Yields the product FC1=C2C=C(NC2=CC=C1OC1=CC=NC2=CC(=C(C=C12)OC)OCC1(CC1)C(=O)O)C (1-((4-(4-Fluoro-2-methyl-1H-indol-5-yloxy)-6-methoxyquinolin-7-yloxy)methyl)cyclo-propane-carboxylic acid). The yield is 51.6%. Reaction SMILES: [F:1][C:2]1[C:10]([O:11][C:12]2[C:21]3[C:16](=[CH:17][C:18]([O:24][CH2:25][C:26]4([C:29]([O:31]C)=[O:30])[CH2:28][CH2:27]4)=[C:19]([O:22][CH3:23])[CH:20]=3)[N:15]=[CH:14][CH:13]=2)=[CH:9][CH:8]=[C:7]2[C:3]=1[CH:4]=[C:5]([CH3:33])[NH:6]2.[OH-].[Na+]>CO>[F:1][C:2]1[C:10]([O:11][C:12]2[C:21]3[C:16](=[CH:17][C:18]([O:24][CH2:25][C:26]4([C:29]([OH:31])=[O:30])[CH2:28][CH2:27]4)=[C:19]([O:22][CH3:23])[CH:20]=3)[N:15]=[CH:14][CH:13]=2)=[CH:9][CH:8]=[C:7]2[C:3]=1[CH:4]=[C:5]([CH3:33])[NH:6]2 |f:1.2|. Procedure details: The product of Example 9 (300 mg) was mixed with 15% NaOH (3 eq) in MeOH (15 ml) and refluxed for 30 minutes. The reaction was evaporated and adjusted to PH=6, then filtered to give the titled compound (150 mg). Mass: (M+1), 437 Reactants: FC=1C=C(C=C(C1)F)C1=C(N=CS1)C(=O)OCC (ethyl 5-(3,5-difluorophenyl)-4-thiazolecarboxylate). Solvent: O (water). Product: FC=1C=C(C=C(C1)F)C1=C(N=CS1)C(=O)O (5-(3,5-difluorophenyl)-4-thiazolecarboxylic acid). Isolated yield 97.0%. As a reaction SMILES: [F:1][C:2]1[CH:3]=[C:4]([C:9]2[S:13][CH:12]=[N:11][C:10]=2[C:14]([O:16]CC)=[O:15])[CH:5]=[C:6]([F:8])[CH:7]=1>O>[F:1][C:2]1[CH:3]=[C:4]([C:9]2[S:13][CH:12]=[N:11][C:10]=2[C:14]([OH:16])=[O:15])[CH:5]=[C:6]([F:8])[CH:7]=1. Procedure: The ethyl 5-(3,5-difluorophenyl)-4-thiazolecarboxylate was saponified in an analogous manner to that described in Example 1(D). whereby after acidification there was obtained 5-(3,5-difluorophenyl)-4-thiazolecarboxylic acid in 97% yield, melting point 200° (from water). The reactants are Example 1 ( 2 ), Cl.NC1=C2N=C(N(C2=NC(=N1)C#CC(C)(C)O)C=1C=CC(NC1)=O)C1=CC(=CC=C1)F (5-[6-Amino-8-(3-fluorophenyl)-2-(3-hydroxy-3-methyl-1-butynyl)-9H-9-purinyl]-1,2-dihydro-2-pyridinone hydrochloride), Cl.C(C#CC)N (2-Butine-1-amine hydrochloride). The product is Cl.NC1=C2N=C(N(C2=NC=N1)C=1C=CC(N(C1)C)=O)C1=CC(=CC=C1)Cl (5-[6-Amino-8-(3-chlorophenyl)-9H-9-purinyl]-1methyl-1,2-dihydro-2-pyridinone hydrochloride). RXN SMILES: [ClH:1].[NH2:2][C:3]1[N:11]=[C:10](C#CC(O)(C)C)[N:9]=[C:8]2[C:4]=1[N:5]=[C:6]([C:25]1[CH:30]=[CH:29][CH:28]=[C:27](F)[CH:26]=1)[N:7]2[C:18]1[CH:19]=[CH:20][C:21](=[O:24])[NH:22][CH:23]=1.Cl.[CH2:33](N)C#CC>>[ClH:1].[NH2:2][C:3]1[N:11]=[CH:10][N:9]=[C:8]2[C:4]=1[N:5]=[C:6]([C:25]1[CH:30]=[CH:29][CH:28]=[C:27]([Cl:1])[CH:26]=1)[N:7]2[C:18]1[CH:19]=[CH:20][C:21](=[O:24])[N:22]([CH3:33])[CH:23]=1 |f:0.1,2.3,4.5|. Procedure details: The title compound was synthesized in the same manner as in Example 1 (2), (3) and (4), and Examples 2 and 5. The reactants are [BH4-], C1CCOC1, CO, CCCCCC, Cc1ccc(Br)c2scc(COC(=O)C(F)(F)F)c12, [Na+], O. The product is Cc1ccc(Br)c2scc(CO)c12. Reaction SMILES: [BH4-:1].[CH2:25]1[O:26][CH2:27][CH2:28][CH2:29]1.[CH3:22][OH:23].[CH3:30][CH2:31][CH2:32][CH2:33][CH2:34][CH3:35].[F:3][C:4]([F:5])([F:6])[C:20]([O:7][CH2:8][c:9]1[c:10]2[c:11]([s:12][cH:13]1)[c:14]([Br:19])[cH:15][cH:16][c:17]2[CH3:18])=[O:21].[Na+:2].[OH2:24]>>[OH:7][CH2:8][c:9]1[c:10]2[c:11]([s:12][cH:13]1)[c:14]([Br:19])[cH:15][cH:16][c:17]2[CH3:18]. Reactants: COC=1C=C2C(=NC=NC2=CC1OC)OC1=CC=C(N)C=C1 (4-[(6,7-Dimethoxy-4-quinazolinyl)oxy]aniline), ClC(Cl)(OC(OC(Cl)(Cl)Cl)=O)Cl (triphosgene), C([O-])(O)=O.[Na+] (sodium bicarbonate), ClC1=C(C=CC=C1)CO ((2-chlorophenyl)methanol). The solvent is C(C)N(CC)CC (triethylamine), C1(=CC=CC=C1)C (toluene), C(Cl)Cl (methylene chloride). Yields the product COC=1C=C2C(=NC=NC2=CC1OC)OC1=CC=C(C=C1)NC(OCC1=C(C=CC=C1)Cl)=O (2-Chlorobenzyl N-{4-[(6,7-dimethoxy-4-quinazolinyl)oxy]phenyl}carbamate). The yield is 117.4%. Reaction SMILES: [CH3:1][O:2][C:3]1[CH:4]=[C:5]2[C:10](=[CH:11][C:12]=1[O:13][CH3:14])[N:9]=[CH:8][N:7]=[C:6]2[O:15][C:16]1[CH:22]=[CH:21][C:19]([NH2:20])=[CH:18][CH:17]=1.ClC(Cl)(O[C:27](=[O:33])[O:28][C:29](Cl)(Cl)Cl)Cl.[Cl:35][C:36]1[CH:41]=[CH:40][CH:39]=[CH:38][C:37]=1CO.C(=O)(O)[O-].[Na+]>C(Cl)Cl.C(N(CC)CC)C.C1(C)C=CC=CC=1>[CH3:1][O:2][C:3]1[CH:4]=[C:5]2[C:10](=[CH:11][C:12]=1[O:13][CH3:14])[N:9]=[CH:8][N:7]=[C:6]2[O:15][C:16]1[CH:22]=[CH:21][C:19]([NH:20][C:27](=[O:33])[O:28][CH2:29][C:37]2[CH:38]=[CH:39][CH:40]=[CH:41][C:36]=2[Cl:35])=[CH:18][CH:17]=1 |f:3.4|. Reported procedure: 4-[(6,7-Dimethoxy-4-quinazolinyl)oxy]aniline (50 mg) was added to toluene (5 ml), and triethylamine (0.5 ml), and the mixture was heated under reflux to prepare a solution. A solution of triphosgene (77 mg) in methylene chloride was then added thereto, and the mixture was heated under reflux for 10 min. Next, (2-chlorophenyl)methanol (37 mg) was added thereto, and the mixture was further stirred with heating under reflux for 3 hr. A saturated aqueous sodium bicarbonate solution was added to stop... The reactants are CN(C)C1CC=C(c2cccc(N)c2)CC1, O=C(Cl)c1ccc(F)cc1, c1ccncc1. The product is Cl, CN(C)C1CC=C(c2cccc(NC(=O)c3ccc(F)cc3)c2)CC1. Reaction SMILES: [CH3:11][N:12]([CH:13]1[CH2:14][CH:15]=[C:16]([c:19]2[cH:20][c:21]([NH2:25])[cH:22][cH:23][cH:24]2)[CH2:17][CH2:18]1)[CH3:26].[F:1][c:2]1[cH:3][cH:4][c:5]([C:6](=[O:7])[Cl:8])[cH:9][cH:10]1.[cH:27]1[cH:28][cH:29][n:30][cH:31][cH:32]1>>[ClH:8].[F:1][c:2]1[cH:3][cH:4][c:5]([C:6](=[O:7])[NH:25][c:21]2[cH:20][c:19]([C:16]3=[CH:15][CH2:14][CH:13]([N:12]([CH3:11])[CH3:26])[CH2:18][CH2:17]3)[cH:24][cH:23][cH:22]2)[cH:9][cH:10]1.